Task: describe an organic reaction: reactants, conditions, products, and yield. Dataset: the Open Reaction Database (ORD), a public repository of structured organic reaction records Starting materials: C(C)OC(C(CS(=O)(=O)C1=NC=CC=C1)CC1=CC=CC=C1)=O (2-benzyl-3-(2-pyridyl)sulphonyl-propionic acid ethyl ester). Solvent: O (water), Cl (HCl). Yields the product C(C1=CC=CC=C1)C(C(=O)O)CS(=O)(=O)C1=NC=CC=C1 (2-benzyl-3-(2-pyridyl)sulphonyl-propionic acid), ( I ). As a reaction SMILES: C([O:3][C:4](=[O:23])[CH:5]([CH2:16][C:17]1[CH:22]=[CH:21][CH:20]=[CH:19][CH:18]=1)[CH2:6][S:7]([C:10]1[CH:15]=[CH:14][CH:13]=[CH:12][N:11]=1)(=[O:9])=[O:8])C>Cl.O>[CH2:16]([CH:5]([CH2:6][S:7]([C:10]1[CH:15]=[CH:14][CH:13]=[CH:12][N:11]=1)(=[O:9])=[O:8])[C:4]([OH:23])=[O:3])[C:17]1[CH:22]=[CH:21][CH:20]=[CH:19][CH:18]=1. Procedure details: 233 mg of 2-benzyl-3-(2-pyridyl)sulphonyl-propionic acid ethyl ester are boiled under reflux for 2 hours in 4 ml of 4N HCl. The reaction mixture is diluted with water and extracted with ethyl acetate. The organic phases are washed with water, dried and concentrated by evaporation. The residue is chromatographed by evaporation. The residue is chromatographed on silica gel with eluant H and yields white crystals of the title compound of Rf (I)=0.3. Starting materials: C12(CC3CC(CC(C1)C3)C2)COC2=CC(=C(C(=O)OC)C=C2C(C)O)F (methyl 4-(adamantan-1-ylmethoxy)-2-fluoro-5-(1-hydroxyethyl)benzoate), CC(=O)OI1(C=2C=CC=CC2C(=O)O1)(OC(=O)C)OC(=O)C (Dess-Martin periodinane). The solvent is ClCCl (dichloromethane), C(C)OCC (diethyl ether), ClCCl (dichloromethane). Run at time 1 hour. The product is C(C)(=O)C=1C(=CC(=C(C(=O)OC)C1)F)OCC12CC3CC(CC(C1)C3)C2 (methyl 5-acetyl-4-(adamantan-1-ylmethoxy)-2-fluorobenzoate). Isolated yield 99.1%. RXN SMILES: [C:1]12([CH2:11][O:12][C:13]3[C:22]([CH:23]([OH:25])[CH3:24])=[CH:21][C:16]([C:17]([O:19][CH3:20])=[O:18])=[C:15]([F:26])[CH:14]=3)[CH2:10][CH:5]3[CH2:6][CH:7]([CH2:9][CH:3]([CH2:4]3)[CH2:2]1)[CH2:8]2.CC(OI1(OC(C)=O)(OC(C)=O)OC(=O)C2C=CC=CC1=2)=O>ClCCl.C(OCC)C>[C:23]([C:22]1[C:13]([O:12][CH2:11][C:1]23[CH2:8][CH:7]4[CH2:9][CH:3]([CH2:4][CH:5]([CH2:6]4)[CH2:10]2)[CH2:2]3)=[CH:14][C:15]([F:26])=[C:16]([CH:21]=1)[C:17]([O:19][CH3:20])=[O:18])(=[O:25])[CH3:24]. Reported procedure: To a mixture of methyl 4-(adamantan-1-ylmethoxy)-2-fluoro-5-(1-hydroxyethyl)benzoate (0.76 g, 2.10 mmol) in dichloromethane (20 mL) was added Dess-Martin periodinane (1.34 g, 3.20 mmol). The reaction mixture was stirred for 1 hour at ambient temperature and then quenched by addition of saturated sodium bicarbonate solution (5 mL) and saturated sodium thiosulfate solution (5 mL). Dichloromethane (30 mL) was added and the mixture was stirred for 16 hours at ambient temperature. The organic phase w...